Dataset: the Open Reaction Database (ORD), a public repository of structured organic reaction records. Task: describe an organic reaction: reactants, conditions, products, and yield The product is Oc1cc(CCCCOC2CCCCO2)on1. Reactants: BrCCCOC1CCCCO1, CCCCCC, CC(=O)O, CC(C)NC(C)C, [Li]CCCC, C1CCOC1, O, Cc1cc(O)no1. RXN SMILES: [Br:20][CH2:21][CH2:22][CH2:23][O:24][CH:25]1[O:26][CH2:27][CH2:28][CH2:29][CH2:30]1.[CH3:31][CH2:32][CH2:33][CH2:34][CH2:35][CH3:36].[CH3:43][C:44](=[O:45])[OH:46].[CH:6]([NH:7][CH:8]([CH3:9])[CH3:10])([CH3:11])[CH3:12].[Li:1][CH2:2][CH2:3][CH2:4][CH3:5].[O:37]1[CH2:38][CH2:39][CH2:40][CH2:41]1.[OH2:42].[OH:13][c:14]1[n:15][o:16][c:17]([CH3:19])[cH:18]1>>[OH:13][c:14]1[n:15][o:16][c:17]([CH2:19][CH2:21][CH2:22][CH2:23][O:24][CH:25]2[O:26][CH2:27][CH2:28][CH2:29][CH2:30]2)[cH:18]1. Reactants: NC1=NC=C(C=C1C1=CC(=C(C(=O)N[C@H](CO)C2=CC(=CC=C2)Cl)C=C1)F)[C@@H]1CN[C@@H](C1)CO (4-(2-amino-5-((3R,5S)-5-(hydroxymethyl)pyrrolidin-3-yl)pyridin-3-yl)-N—((S)-1-(3-chlorophenyl)-2-hydroxyethyl)-2-fluorobenzamide), C([O-])([O-])=O.[Cs+].[Cs+] (cesium carbonate), N#CBr (cyanogen bromide). The solvent is O (water), C(C)O (ethanol). Run at time 1 hour. Yields the product NC1=NC=C(C=C1C1=CC(=C(C(=O)N[C@H](CO)C2=CC(=CC=C2)Cl)C=C1)F)[C@H]1C[C@@H]2N(C(OC2)=N)C1 (4-(2-amino-5-((6R,7aS)-3-iminohexahydropyrrolo[1,2-c]oxazol-6-yl)pyridin-3-yl)-N—((S)-1-(3-chlorophenyl)-2-hydroxyethyl)-2-fluorobenzamide). RXN SMILES: [NH2:1][C:2]1[C:7]([C:8]2[CH:26]=[CH:25][C:11]([C:12]([NH:14][C@@H:15]([C:18]3[CH:23]=[CH:22][CH:21]=[C:20]([Cl:24])[CH:19]=3)[CH2:16][OH:17])=[O:13])=[C:10]([F:27])[CH:9]=2)=[CH:6][C:5]([C@H:28]2[CH2:32][C@@H:31]([CH2:33][OH:34])[NH:30][CH2:29]2)=[CH:4][N:3]=1.C(=O)([O-])[O-].[Cs+].[Cs+].[N:41]#[C:42]Br>C(O)C.O>[NH2:1][C:2]1[C:7]([C:8]2[CH:26]=[CH:25][C:11]([C:12]([NH:14][C@@H:15]([C:18]3[CH:23]=[CH:22][CH:21]=[C:20]([Cl:24])[CH:19]=3)[CH2:16][OH:17])=[O:13])=[C:10]([F:27])[CH:9]=2)=[CH:6][C:5]([C@@H:28]2[CH2:29][N:30]3[C:42](=[NH:41])[O:34][CH2:33][C@@H:31]3[CH2:32]2)=[CH:4][N:3]=1 |f:1.2.3|. Procedure: A room temperature mixture of 4-(2-amino-5-((3R,5S)-5-(hydroxymethyl)pyrrolidin-3-yl)pyridin-3-yl)-N—((S)-1-(3-chlorophenyl)-2-hydroxyethyl)-2-fluorobenzamide (12.5 mg, 0.026 mmol) (Example 7) and cesium carbonate (33.6 mg, 0.103 mmol) in ethanol (0.75 mL) was treated with cyanogen bromide (6.2 μL, 0.031 mmol). After 1 h, the reaction was diluted with water (1.0 mL) and extracted into ethyl acetate (10 mL). The organics were washed with brine (2 mL), then dried over Na2SO4 and concentrate and pu... Reactants: CO (methanol), COC1=NC(=NC(=C1)OC)SC(C=O)(CC)C (2-(4,6-dimethoxy-2-pyrimidinylthio)-methyl butyraldehyde), B.[Na] (sodium boron hydride). Solvent: O (Water). Yields the product COC1=NC(=NC(=C1)OC)SC(CO)C(C)C (2-(4,6-dimethoxy-2-pyrimidinylthio)-3-methylbutanol). As a reaction SMILES: [CH3:1]O.[CH3:3][O:4][C:5]1[CH:10]=[C:9]([O:11][CH3:12])[N:8]=[C:7]([S:13][C:14](C)([CH2:17][CH3:18])[CH:15]=[O:16])[N:6]=1.B.[Na]>O>[CH3:12][O:11][C:9]1[CH:10]=[C:5]([O:4][CH3:3])[N:6]=[C:7]([S:13][CH:14]([CH:17]([CH3:18])[CH3:1])[CH2:15][OH:16])[N:8]=1 |f:2.3,^1:20|. Procedure: To a methanol solution of 2-(4,6-dimethoxy-2-pyrimidinylthio)-methyl butyraldehyde (1.5 g) was added sodium boron hydride (0.2 g), followed by a five-minute stirring at room temperature. Water was then added to the reaction liquid, followed by extraction with ethyl acetate, water-washing of the resulting organic layer and drying thereof in that order. After the removal of the drying agent from the reaction product under filtration, followed by separation of ethyl acetate under reduced pressure d... Reactants: COC1=CC=C(CNCCNC(=O)C=2SC=CC2NC2=C3C(=NC=C2)NC=C3)C=C1 (3-(1H-Pyrrolo[2,3-b]pyridin-4-ylamino)-thiophene-2-carboxylic acid [2-(4-methoxy-benzylamino)-ethyl]-amide), 432, NC1CCN(CC1)C(=O)C=1SC=CC1NC1=C2C(=NC=C1)NC=C2 ((4-Amino-piperidin-1-yl)-[3-(1H-pyrrolo[2,3-b]pyridin-4-ylamino)-thiophen-2-yl]-methanone), C(C1=CC=CC=C1)=O (benzaldehyde). Yields the product C(C1=CC=CC=C1)NC1CCN(CC1)C(=O)C=1SC=CC1NC1=C2C(=NC=C1)NC=C2 ((4-Benzylamino-piperidin-1-yl)-[3-(1H-pyrrolo[2,3-b]pyridin-4-ylamino)-thiophen-2-yl]-methanone). Reaction SMILES: CO[C:3]1[CH:30]=[CH:29][C:6]([CH2:7]NCCNC(C2SC=CC=2NC2C=CN=C3NC=CC=23)=O)=[CH:5][CH:4]=1.[NH2:31][CH:32]1[CH2:37][CH2:36][N:35]([C:38]([C:40]2[S:41][CH:42]=[CH:43][C:44]=2[NH:45][C:46]2[CH:51]=[CH:50][N:49]=[C:48]3[NH:52][CH:53]=[CH:54][C:47]=23)=[O:39])[CH2:34][CH2:33]1.C(=O)C1C=CC=CC=1>>[CH2:7]([NH:31][CH:32]1[CH2:37][CH2:36][N:35]([C:38]([C:40]2[S:41][CH:42]=[CH:43][C:44]=2[NH:45][C:46]2[CH:51]=[CH:50][N:49]=[C:48]3[NH:52][CH:53]=[CH:54][C:47]=23)=[O:39])[CH2:34][CH2:33]1)[C:6]1[CH:29]=[CH:30][CH:3]=[CH:4][CH:5]=1. Reported procedure: This compound was prepared in an analogous manner as 3-(1H-Pyrrolo[2,3-b]pyridin-4-ylamino)-thiophene-2-carboxylic acid [2-(4-methoxy-benzylamino)-ethyl]-amide using (4-Amino-piperidin-1-yl)-[3-(1H-pyrrolo[2,3-b]pyridin-4-ylamino)-thiophen-2-yl]-methanone instead of 3-(1H-Pyrrolo[2,3-b]pyridin-4-ylamino)-thiophene-2-carboxylic acid (2-amino-ethyl)-amide and benzaldehyde instead of 4-methoxy benzaldehyde. LCMS (ESI) 432 1H NMR (400 MHz, DMSO-d6) δ ppm 11.33 (1H, s) 8.93 (1H, s) 7.86 (1H, d, J=5.2... Reactants: CCOC(=O)C12CC1C=CCCCCN(C)C(=O)C1CC(Oc3cc(-c4csc(C5CCCCC5)n4)nc4c(C)c(OC)ccc34)CC1C(=O)N2, C1CCOC1, CO, [Li+], [OH-], O. The product is COc1ccc2c(OC3CC4C(=O)NC5(C(=O)O)CC5C=CCCCCN(C)C(=O)C4C3)cc(-c3csc(C4CCCCC4)n3)nc2c1C. As a reaction SMILES: [CH2:3]([CH3:4])[O:5][C:6](=[O:7])[C:8]12[NH:9][C:10](=[O:53])[CH:11]3[CH2:12][CH:13]([O:28][c:29]4[cH:30][c:31](-[c:42]5[n:43][c:44]([CH:47]6[CH2:48][CH2:49][CH2:50][CH2:51][CH2:52]6)[s:45][cH:46]5)[n:32][c:33]5[c:34]([CH3:41])[c:35]([O:39][CH3:40])[cH:36][cH:37][c:38]45)[CH2:14][CH:15]3[C:16](=[O:27])[N:17]([CH3:26])[CH2:18][CH2:19][CH2:20][CH2:21][CH:22]=[CH:23][CH:24]1[CH2:25]2.[CH2:56]1[O:57][CH2:58][CH2:59][CH2:60]1.[CH3:54][OH:55].[Li+:2].[OH-:1].[OH2:61]>>[O:5]=[C:6]([OH:7])[C:8]12[NH:9][C:10](=[O:53])[CH:11]3[CH2:12][CH:13]([O:28][c:29]4[cH:30][c:31](-[c:42]5[n:43][c:44]([CH:47]6[CH2:48][CH2:49][CH2:50][CH2:51][CH2:52]6)[s:45][cH:46]5)[n:32][c:33]5[c:34]([CH3:41])[c:35]([O:39][CH3:40])[cH:36][cH:37][c:38]45)[CH2:14][CH:15]3[C:16](=[O:27])[N:17]([CH3:26])[CH2:18][CH2:19][CH2:20][CH2:21][CH:22]=[CH:23][CH:24]1[CH2:25]2. Starting materials: CC(C)(C)OC(=O)N(CC(=O)Nc1ccccn1)C1CCNCC1, CC(=O)O[BH-](OC(C)=O)OC(C)=O, O=C([O-])O, CC(=O)O, ClC(Cl)Cl, ClCCl, [Na+], [Na+], O=CCn1c(=O)cnc2ccccc21. The product is CC(C)(C)OC(=O)N(CC(=O)Nc1ccccn1)C1CCN(CCn2c(=O)cnc3ccccc32)CC1. RXN SMILES: [C:1]([CH3:2])([CH3:3])([CH3:4])[O:5][C:6]([N:7]([CH:8]1[CH2:9][CH2:10][NH:11][CH2:12][CH2:13]1)[CH2:14][C:15]([NH:16][c:17]1[n:18][cH:19][cH:20][cH:21][cH:22]1)=[O:23])=[O:24].[C:39]([O:40][BH-:41]([O:42][C:43](=[O:44])[CH3:45])[O:46][C:47](=[O:48])[CH3:49])(=[O:50])[CH3:51].[C:53](=[O:54])([O-:55])[OH:56].[CH3:62][C:63](=[O:64])[OH:65].[CH:58]([Cl:59])([Cl:60])[Cl:61].[Cl:66][CH2:67][Cl:68].[Na+:52].[Na+:57].[O:25]=[c:26]1[n:27]([CH2:36][CH:37]=[O:38])[c:28]2[cH:29][cH:30][cH:31][cH:32][c:33]2[n:34][cH:35]1>>[C:1]([CH3:2])([CH3:3])([CH3:4])[O:5][C:6]([N:7]([CH:8]1[CH2:9][CH2:10][N:11]([CH2:37][CH2:36][n:27]2[c:26](=[O:25])[cH:35][n:34][c:33]3[c:28]2[cH:29][cH:30][cH:31][cH:32]3)[CH2:12][CH2:13]1)[CH2:14][C:15]([NH:16][c:17]1[n:18][cH:19][cH:20][cH:21][cH:22]1)=[O:23])=[O:24]. Reactants: Cl (hydrochloric acid), C(=O)NC=1SC(=C(N1)C(C(=O)NC1[C@@H]2N(C(=C(CS2)CSC=2SC(=NN2)C)C(=O)O)C1=O)=NOC)Br (7-[2-(2-formamido-5-bromothiazol-4-yl)-2-methoxyiminoacetamido]-3-(5-methyl-1,3,4-thiadiazol-2-ylthiomethyl)-3-cephem-4-carboxylic acid). The solvent is CO (methanol). Conditions: time 7 hour. Yields the product Cl.NC=1SC(=C(N1)C(C(=O)NC1[C@@H]2N(C(=C(CS2)CSC=2SC(=NN2)C)C(=O)O)C1=O)=NOC)Br (7-[2-(2-amino-5-bromothiazol-4-yl)-2-methoxyiminoacetamido]-3-(5-methyl-1,3,4-thiadiazol-2-ylthiomethyl)-3-cephem-4-carboxylic acid hydrochloride). As a reaction SMILES: [ClH:1].C([NH:4][C:5]1[S:6][C:7]([Br:37])=[C:8]([C:10](=[N:34][O:35][CH3:36])[C:11]([NH:13][CH:14]2[C:32](=[O:33])[N:16]3[C:17]([C:29]([OH:31])=[O:30])=[C:18]([CH2:21][S:22][C:23]4[S:24][C:25]([CH3:28])=[N:26][N:27]=4)[CH2:19][S:20][C@H:15]23)=[O:12])[N:9]=1)=O>CO>[ClH:1].[NH2:4][C:5]1[S:6][C:7]([Br:37])=[C:8]([C:10](=[N:34][O:35][CH3:36])[C:11]([NH:13][CH:14]2[C:32](=[O:33])[N:16]3[C:17]([C:29]([OH:31])=[O:30])=[C:18]([CH2:21][S:22][C:23]4[S:24][C:25]([CH3:28])=[N:26][N:27]=4)[CH2:19][S:20][C@H:15]23)=[O:12])[N:9]=1 |f:3.4|. Procedure details: Conc. hydrochloric acid (1.5 ml.) was added to a solution of 7-[2-(2-formamido-5-bromothiazol-4-yl)-2-methoxyiminoacetamido]-3-(5-methyl-1,3,4-thiadiazol-2-ylthiomethyl)-3-cephem-4-carboxylic acid (syn isomer), (1.2 g.) in methanol (30 ml.) and stirred at room temperature for 7 hrs. The reaction mixture was evaporated in vacuo. To the residue was added ethyl acetate and water was removed by evaporation. The residue was pulverized with ethyl acetate and the precipitates were collected by filtrati... Reactants: C(C)OC=1C(C(C1NC(C)(C)C)=O)=O (3-ethoxy-4-tert-butylamino-cyclobut-3-ene-1,2-dione), ClC1=C(CN)C(=CC(=C1)Cl)C (2,4-dichloro-6-methylbenzylamine), compound. The solvent is C(C)O (ethanol). The product is C(C)(C)(C)NC=1C(C(C1NCC1=C(C=C(C=C1C)Cl)Cl)=O)=O (3-tert-butylamino-4-(2,4-dichloro-6-methyl-benzylamino)-cyclobut-3-ene-1,2-dione). The yield is 89.0%. As a reaction SMILES: C(O[C:4]1[C:5](=[O:14])[C:6](=[O:13])[C:7]=1[NH:8][C:9]([CH3:12])([CH3:11])[CH3:10])C.[Cl:15][C:16]1[CH:23]=[C:22]([Cl:24])[CH:21]=[C:20]([CH3:25])[C:17]=1[CH2:18][NH2:19]>C(O)C>[C:9]([NH:8][C:7]1[C:6](=[O:13])[C:5](=[O:14])[C:4]=1[NH:19][CH2:18][C:17]1[C:20]([CH3:25])=[CH:21][C:22]([Cl:24])=[CH:23][C:16]=1[Cl:15])([CH3:10])([CH3:11])[CH3:12]. Reported procedure: This compound was prepared in a procedure similar to the one described in Example 4. From 3-ethoxy-4-tert-butylamino-cyclobut-3-ene-1,2-dione (0.22 g, 1.1 mmol) and 2,4-dichloro-6-methylbenzylamine (0.22 g, 1.2 mmol, containing approximately 5% of a compound which is regioisomeric with respect to the substitution on the aryl ring) in absolute ethanol (5.5 mL) there was obtained 0.34 g (89%) of 3-tert-butylamino-4-(2,4-dichloro-6-methyl-benzylamino)-cyclobut-3-ene-1,2-dione as a white solid, whic... Reactants: 16.7, OC1=CC=CC=2C(C=C(OC21)C(=O)OCC)=O (ethyl 8-hydroxy-4-oxo-4H-1-benzopyran-2-carboxylate), C(C)(C)(C)C1=C(OCC2CO2)C=CC=C1 (3-(2-t-butylphenoxy)-1,2 -epoxypropane), [OH-].C(C1=CC=CC=C1)[N+](C)(C)C (benzyltrimethyl ammonium hydroxide), C([O-])(O)=O.[Na+] (sodium bicarbonate). Run in CN(C=O)C (dimethyl formamide), C(C)(=O)OCC (ethyl acetate). Yields the product C(C)(C)(C)C1=C(OCC(COC2=CC=CC=3C(C=C(OC32)C(=O)O)=O)O)C=CC=C1 (8-(3-[2-t-butylphenoxy]-2-hydroxypropoxy)-4-oxo-4H-1-benzopyran-2-carboxylic acid). As a reaction SMILES: [OH:1][C:2]1[C:11]2[O:10][C:9]([C:12]([O:14]CC)=[O:13])=[CH:8][C:7](=[O:17])[C:6]=2[CH:5]=[CH:4][CH:3]=1.[C:18]([C:22]1[CH:32]=[CH:31][CH:30]=[CH:29][C:23]=1[O:24][CH2:25][CH:26]1[O:28][CH2:27]1)([CH3:21])([CH3:20])[CH3:19].[OH-].C([N+](C)(C)C)C1C=CC=CC=1.C(=O)(O)[O-].[Na+]>C(OCC)(=O)C.CN(C)C=O>[C:18]([C:22]1[CH:32]=[CH:31][CH:30]=[CH:29][C:23]=1[O:24][CH2:25][CH:26]([OH:28])[CH2:27][O:1][C:2]1[C:11]2[O:10][C:9]([C:12]([OH:14])=[O:13])=[CH:8][C:7](=[O:17])[C:6]=2[CH:5]=[CH:4][CH:3]=1)([CH3:19])([CH3:20])[CH3:21] |f:2.3,4.5|. Procedure details: A mixture of 16.7 parts of ethyl 8-hydroxy-4-oxo-4H-1-benzopyran-2-carboxylate, 14.7 parts of 3-(2-t-butylphenoxy)-1,2 -epoxypropane, 50 parts of dimethyl formamide, and 0.1 parts of benzyltrimethyl ammonium hydroxide was boiled under reflux for 3 hours, evaporated to leave a dark brown oil, and treated with ethyl acetate, which was then washed with 2% sodium hydroxide solution, and water, dried, and evaporated to an oil. The oil was chromatographed on a silica column with chloroform as eluent t... Starting materials: NC1CCN(Cc2ccccc2)C1, CCOC(C)=O, CCOC(=O)c1cnc(Cl)c(Cl)c1, [K+], [K+], O=C([O-])[O-], CN(C)C=O, O. Yields the product CCOC(=O)c1cnc(NC2CCN(Cc3ccccc3)C2)c(Cl)c1. As a reaction SMILES: [CH2:14]([c:15]1[cH:16][cH:17][cH:18][cH:19][cH:20]1)[N:21]1[CH2:22][CH:23]([NH2:26])[CH2:24][CH2:25]1.[CH3:33][CH2:34][O:35][C:36]([CH3:37])=[O:38].[Cl:1][c:2]1[c:3]([Cl:13])[n:4][cH:5][c:6]([C:7](=[O:8])[O:9][CH2:10][CH3:11])[cH:12]1.[K+:27].[K+:28].[O-:29][C:30]([O-:31])=[O:32].[O:39]=[CH:40][N:41]([CH3:42])[CH3:43].[OH2:44]>>[Cl:1][c:2]1[c:3]([NH:26][CH:23]2[CH2:22][N:21]([CH2:14][c:15]3[cH:16][cH:17][cH:18][cH:19][cH:20]3)[CH2:25][CH2:24]2)[n:4][cH:5][c:6]([C:7](=[O:8])[O:9][CH2:10][CH3:11])[cH:12]1.